This data is from the Open Reaction Database (ORD), a public repository of structured organic reaction records. The task is: describe an organic reaction: reactants, conditions, products, and yield The reactants are C1OC=2C=C(C=CC2O1)CC(=O)OC (methyl 3,4-methylenedioxyphenylacetate), ClC1=C(C(=O)O)C=CC(=C1)[N+](=O)[O-] (2-chloro-4-nitrobenzoic acid), O=P12OP3(=O)OP(=O)(O1)OP(=O)(O2)O3 (P2O5). Run in C(CCl)Cl (ClCH2CH2Cl). Yields the product ClC1=C(C(=O)C2=C(C=C3C(=C2)OCO3)CC(=O)OC)C=CC(=C1)[N+](=O)[O-] (Methyl 2-(2-Chloro-4-nitrobenzoyl)-4,5-methylenedioxyphenylacetate). RXN SMILES: [CH2:1]1[O:9][C:8]2[CH:7]=[CH:6][C:5]([CH2:10][C:11]([O:13][CH3:14])=[O:12])=[CH:4][C:3]=2[O:2]1.[Cl:15][C:16]1[CH:24]=[C:23]([N+:25]([O-:27])=[O:26])[CH:22]=[CH:21][C:17]=1[C:18](O)=[O:19].O=P12OP3(OP(OP(O3)(O1)=O)(=O)O2)=O>C(Cl)CCl>[Cl:15][C:16]1[CH:24]=[C:23]([N+:25]([O-:27])=[O:26])[CH:22]=[CH:21][C:17]=1[C:18]([C:6]1[CH:7]=[C:8]2[O:9][CH2:1][O:2][C:3]2=[CH:4][C:5]=1[CH2:10][C:11]([O:13][CH3:14])=[O:12])=[O:19]. Procedure details: The title compound was prepared from methyl 3,4-methylenedioxyphenylacetate (12.5 g, 64.4 mmol) in ClCH2CH2Cl (150 mL), 2-chloro-4-nitrobenzoic acid (25.0 g, 124 mmol) and P2O5 (37 g) as a yellow solid (11 g, 29 mmol, 45%). 1H NMR (CDCl3) 8.15 (s, 1H), 8.14 (d, J=8.4, 1H), 7.58 (d, J=8.4, 1H), 6.84 (s, 1H), 6.71 (s, 1H), 6.05 (s, 2H), 4.03 (s, 2H), 3.73 (s, 3H). Starting materials: C1(CCCCC1)C1=C(NC2=CC(=CC=C12)C(=O)OC)C1=C(C=C(C=C1)OCC1=NC=CC=C1)OC[C@H]1OC1 (Methyl 3-cyclohexyl-2-[2-[(2S)-oxiran-2-ylmethoxy]-4-(pyridin-2-ylmethoxy)phenyl]-1H-indole-6-carboxylate), C(=O)([O-])[O-].[Cs+].[Cs+] (Cs2CO3). Solvent: CN(C)C=O (DMF), CCOCC (Et2O), CN(C)C=O (DMF). Product: C1(CCCCC1)C=1C=2C=CC(=CC2N2C[C@@H](COC3=C(C21)C=CC(=C3)OCC3=NC=CC=C3)O)C(=O)OC (methyl (7S)-14-cyclohexyl-7-hydroxy-3-(pyridin-2-ylmethoxy)-7,8-dihydro-6H-indolo[1,2-e][1,5]benzoxazocine-11-carboxylate). Yield: 62.0%. Reaction SMILES: [CH:1]1([C:7]2[C:15]3[C:10](=[CH:11][C:12]([C:16]([O:18][CH3:19])=[O:17])=[CH:13][CH:14]=3)[NH:9][C:8]=2[C:20]2[CH:25]=[CH:24][C:23]([O:26][CH2:27][C:28]3[CH:33]=[CH:32][CH:31]=[CH:30][N:29]=3)=[CH:22][C:21]=2[O:34][CH2:35][C@@H:36]2[CH2:38][O:37]2)[CH2:6][CH2:5][CH2:4][CH2:3][CH2:2]1.C([O-])([O-])=O.[Cs+].[Cs+]>CN(C=O)C.CCOCC>[CH:1]1([C:7]2[C:15]3[CH:14]=[CH:13][C:12]([C:16]([O:18][CH3:19])=[O:17])=[CH:11][C:10]=3[N:9]3[C:8]=2[C:20]2[CH:25]=[CH:24][C:23]([O:26][CH2:27][C:28]4[CH:33]=[CH:32][CH:31]=[CH:30][N:29]=4)=[CH:22][C:21]=2[O:34][CH2:35][C@@H:36]([OH:37])[CH2:38]3)[CH2:2][CH2:3][CH2:4][CH2:5][CH2:6]1 |f:1.2.3|. Procedure details: Methyl 3-cyclohexyl-2-[2-[(2S)-oxiran-2-ylmethoxy]-4-(pyridin-2-ylmethoxy)phenyl]-1H-indole-6-carboxylate was dissolved in DMF (0.1 M) and the solution was added slowly to a suspension of Cs2CO3 (0.5 eq) in DMF at 65° C. After 1 h the mixture was diluted with Et2O. The solution was extracted with H2O, sat. aq. NaHCO3 and brine. After drying over Na2SO4 all volatiles were evaporated in vacuo to leave an orange amorphous solid. The product was purified by FC (PE:EtOAc, 1:1+1% NEt3 to wash away rem...